This data is from the Open Reaction Database (ORD), a public repository of structured organic reaction records. The task is: describe an organic reaction: reactants, conditions, products, and yield Reactants: Cc1cccc(Br)n1, CCCCCC, COCCOC, CCOC(C)=O, C#CC1CCCCC1, Cl[Pd]Cl, c1ccc(P(c2ccccc2)c2ccccc2)cc1, c1ccc(P(c2ccccc2)c2ccccc2)cc1. Product: Cc1cccc(C#CC2CCCCC2)n1. Reaction SMILES: [Br:1][c:2]1[n:3][c:4]([CH3:8])[cH:5][cH:6][cH:7]1.[CH3:17][CH2:18][CH2:19][CH2:20][CH2:21][CH3:22].[CH3:23][O:24][CH2:25][CH2:26][O:27][CH3:28].[CH3:29][CH2:30][O:31][C:32](=[O:33])[CH3:34].[CH:9]1([C:15]#[CH:16])[CH2:10][CH2:11][CH2:12][CH2:13][CH2:14]1.[Pd:35]([Cl:36])[Cl:37].[c:38]1([P:39]([c:40]2[cH:41][cH:42][cH:43][cH:44][cH:45]2)[c:46]2[cH:47][cH:48][cH:49][cH:50][cH:51]2)[cH:52][cH:53][cH:54][cH:55][cH:56]1.[c:57]1([P:58]([c:59]2[cH:60][cH:61][cH:62][cH:63][cH:64]2)[c:65]2[cH:66][cH:67][cH:68][cH:69][cH:70]2)[cH:71][cH:72][cH:73][cH:74][cH:75]1>>[c:2]1([C:16]#[C:15][CH:9]2[CH2:10][CH2:11][CH2:12][CH2:13][CH2:14]2)[n:3][c:4]([CH3:8])[cH:5][cH:6][cH:7]1. Starting materials: C(C)(C)N (isopropyl amine), BrC(C(=O)OCC)F (ethyl bromofluoroacetate). Reagents/catalysts: C(CO)O (ethylene glycol). Solvent: C(C)O (ethanol), C(C)O (ethyl alcohol). Conditions: time 2 hour. Product: C(C)(C)NC(C(F)Br)=O (N-Isopropylbromofluoro acetamide). RXN SMILES: [CH:1]([NH2:4])([CH3:3])[CH3:2].[Br:5][CH:6]([F:12])[C:7](OCC)=[O:8]>C(O)C.C(O)CO>[CH:1]([NH:4][C:7](=[O:8])[CH:6]([Br:5])[F:12])([CH3:3])[CH3:2]. Reported procedure: A solution of 14.8 grams (0.25 mole) isopropyl amine in 25 milliliters ethanol was added dropwise to a solution of ethyl bromofluoroacetate, 40 grams (0.22 mole), and 5 drops ethylene glycol in 100 milliliters ethyl alcohol at 10°-15° C. The solution was stirred at 10°-20° C. for 2 hours and was then stored at -15° C. for 3 days. At this time, the solution was evaporated to leave a liquid, 41.8 grams, nD30 1,4629, identified by infrared spectroscopy as the title compound. The reactants are Cl (hydrochloric acid), S(=O)(=O)(O)[O-].[Na+] (sodium hydrogensulfate), C(C)O (ethanol), FC1=C(C(=C(C=C1[N+](=O)[O-])[N+](=O)[O-])F)C (2,6-difluoro-3,5-dinitrotoluene). Reagents/catalysts: [Fe] (iron). The solvent is C1=CC=CC=C1 (benzene), O (water). Run at temperature 50 celsius. Product: FC1=C(N)C=C(C(=C1C)F)[N+](=O)[O-] (2,4-Difluoro-3-methyl-5-nitroaniline). The yield is 62.9%. As a reaction SMILES: Cl.C(O)C.[F:5][C:6]1[C:11]([N+:12]([O-])=O)=[CH:10][C:9]([N+:15]([O-:17])=[O:16])=[C:8]([F:18])[C:7]=1[CH3:19].S([O-])(O)(=O)=O.[Na+]>O.[Fe].C1C=CC=CC=1>[F:5][C:6]1[C:7]([CH3:19])=[C:8]([F:18])[C:9]([N+:15]([O-:17])=[O:16])=[CH:10][C:11]=1[NH2:12] |f:3.4|. Procedure details: To a suspension of iron powder (16.8 g, 100 mesh) in water (140 ml), with vigorous stirring at 50° C., was slowly added concentrated hydrochloric acid (3 ml). After hot ethanol (90 ml) was mixed, 2,6-difluoro-3,5-dinitrotoluene (21.8 g) was added portionwise to the suspension at 55° to 56° C. during 5 minutes. After stirring for 1.5 hours at 55° to 60° C., to the reacting mixture was added sodium hydrogensulfate (3.48 g) and stirred for further 30 minutes at the same temperature. To the reacting... Reactants: [H-].[Al+3].[Li+].[H-].[H-].[H-] (Lithium aluminum hydride), C(C)OC(=O)C1=C(N=C(S1)CC)C (2-ethyl-4-methylthiazole-5-carboxylic acid ethyl ester), C(=O)([O-])C(O)C(O)C(=O)[O-].[Na+].[K+] (potassium sodium tartrate). The solvent is C(C)OCC (diethyl ether). Run at time 4 hour. The product is C(C)C=1SC(=C(N1)C)CO (2-ethyl-4-methylthiazole-5-methanol). Isolated yield 66.7%. As a reaction SMILES: [H-].[Al+3].[Li+].[H-].[H-].[H-].C([O:9][C:10]([C:12]1[S:16][C:15]([CH2:17][CH3:18])=[N:14][C:13]=1[CH3:19])=O)C.C(C(C(C([O-])=O)O)O)([O-])=O.[Na+].[K+]>C(OCC)C>[CH2:17]([C:15]1[S:16][C:12]([CH2:10][OH:9])=[C:13]([CH3:19])[N:14]=1)[CH3:18] |f:0.1.2.3.4.5,7.8.9|. Reported procedure: Lithium aluminum hydride (800 mg, 21.2 mmol) was added to a solution of 2-ethyl-4-methylthiazole-5-carboxylic acid ethyl ester (Example 11; 1.63 g, 8.2 mmol) in diethyl ether (100 mL). The solution was allowed to stir at room temperature for 4 h and was then poured carefully into an aqueous potassium sodium tartrate solution (30% w/v; 200 mL). After the mixture was allowed to stir at room temperature for 1 h, the layers were separated and the aqueous layer was extracted with ethyl acetate (100 m... The reactants are CS(C)=O, CC#N, Cc1cc(C(=O)N2Cc3ccc(C(=O)C(Cl)(Cl)Cl)n3Cc3ccccc32)ccc1I, NCc1cccnc1. Yields the product Cc1cc(C(=O)N2Cc3ccc(C(=O)NCc4cccnc4)n3Cc3ccccc32)ccc1I. Reaction SMILES: [CH3:31][S:32](=[O:33])[CH3:34].[CH3:43][C:44]#[N:45].[Cl:1][C:2]([C:3](=[O:4])[c:5]1[cH:6][cH:7][c:8]2[n:14]1[CH2:13][c:12]1[c:11]([cH:18][cH:17][cH:16][cH:15]1)[N:10]([C:19]([c:20]1[cH:21][c:22]([CH3:27])[c:23]([I:26])[cH:24][cH:25]1)=[O:28])[CH2:9]2)([Cl:29])[Cl:30].[NH2:35][CH2:36][c:37]1[cH:38][n:39][cH:40][cH:41][cH:42]1>>[C:3](=[O:4])([c:5]1[cH:6][cH:7][c:8]2[n:14]1[CH2:13][c:12]1[c:11]([cH:18][cH:17][cH:16][cH:15]1)[N:10]([C:19]([c:20]1[cH:21][c:22]([CH3:27])[c:23]([I:26])[cH:24][cH:25]1)=[O:28])[CH2:9]2)[NH:35][CH2:36][c:37]1[cH:38][n:39][cH:40][cH:41][cH:42]1. The reactants are CC(N)=S, Cl, N#Cc1ccc(C(F)(F)F)cc1, CN(C)C=O, O. Yields the product NC(=S)c1ccc(C(F)(F)F)cc1. RXN SMILES: [CH3:13][C:14]([NH2:15])=[S:16].[ClH:17].[F:1][C:2]([c:3]1[cH:4][cH:5][c:6]([C:9]#[N:10])[cH:7][cH:8]1)([F:11])[F:12].[O:19]=[CH:20][N:21]([CH3:22])[CH3:23].[OH2:18]>>[F:1][C:2]([c:3]1[cH:4][cH:5][c:6]([C:9]([NH2:10])=[S:16])[cH:7][cH:8]1)([F:11])[F:12]. Reactants: N1C(C(=O)O)CC1 (DL-AzeOH), C([C@@H](O)[C@H](O)C(=O)O)(=O)O (D-tartaric acid), O1CCCC1 (tetrahydrofuran). Solvent: O (water). Yields the product N1[C@H](C(=O)O)CC1.C(=O)([O-])[C@@H](O)[C@H](O)C(=O)[O-] (L-AzeOH D-tartrate). Reaction SMILES: [NH:1]1[CH2:7][CH2:6][CH:2]1[C:3]([OH:5])=[O:4].[C:8]([OH:17])(=[O:16])[C@H:9]([C@@H:11]([C:13]([OH:15])=[O:14])[OH:12])[OH:10].O1CCCC1>O>[NH:1]1[CH2:7][CH2:6][C@H:2]1[C:3]([OH:5])=[O:4].[C:13]([C@H:11]([C@@H:9]([C:8]([O-:17])=[O:16])[OH:10])[OH:12])([O-:15])=[O:14] |f:4.5|. Procedure: The method described in Example 1 above was followed using DL-AzeOH (2.9 g; 29 mmol), D-tartaric acid (4.3 g; 29 mmol), tetrahydrofuran (5.5 g) and water (4.5 g) to yield 3.9 g (109%, as calculated from the theoretical yield) of L-AzeOH-D-tartrate with a d.e. of 65%. Starting materials: C1(CCCCC1)NC(=O)C1=CC=C(C2=CC=CC=C12)S(NC1CCNCC1)(=O)=O (4-(piperidin-4-ylsulfamoyl)-naphthalene-1-carboxylic acid cyclohexylamide), C(C)N=C=O (ethyl isocyanate), ClC(=O)OCC (ethyl chloroformate). Product: C(C)NC(=O)N1CCC(CC1)NS(=O)(=O)C1=CC=C(C2=CC=CC=C12)C(NC1=C(C=CC=C1)C)=O (4-(4-o-Tolylcarbamoyl-naphthalene-1-sulfonylamino)-piperidine-1-carboxylic acid ethylamide). Reaction SMILES: [CH:1]1([NH:7][C:8]([C:10]2[C:19]3[C:14](=[CH:15][CH:16]=[CH:17][CH:18]=3)[C:13]([S:20](=[O:29])(=[O:28])[NH:21][CH:22]3[CH2:27][CH2:26][NH:25][CH2:24][CH2:23]3)=[CH:12][CH:11]=2)=[O:9])[CH2:6][CH2:5][CH2:4][CH2:3][CH2:2]1.[CH2:30]([N:32]=[C:33]=[O:34])[CH3:31].Cl[C:36](OCC)=O>>[CH2:30]([NH:32][C:33]([N:25]1[CH2:24][CH2:23][CH:22]([NH:21][S:20]([C:13]2[C:14]3[C:19](=[CH:18][CH:17]=[CH:16][CH:15]=3)[C:10]([C:8](=[O:9])[NH:7][C:1]3[CH:6]=[CH:5][CH:4]=[CH:3][C:2]=3[CH3:36])=[CH:11][CH:12]=2)(=[O:29])=[O:28])[CH2:27][CH2:26]1)=[O:34])[CH3:31]. Reported procedure: The title compound was prepared according to the general procedure in Scheme 11, substituting 4-(piperidin-4-ylsulfamoyl)-naphthalene-1-carboxylic acid o-tolylamide for 4-(piperidin-4-ylsulfamoyl)-naphthalene-1-carboxylic acid cyclohexylamide, and ethyl isocyanate for ethyl chloroformate. Wt.: 26 mg (47%). 1H NMR (300 MHz, CDCl3) δ 8.65 (d, 1H), 8.46 (d, 1H), 8.32 (d, 1H), 8.03 (d, 1H), 7.77 (d, 1H), 7.70 (m, 2H), 7.64 (s, 1H), 7.30 (m, 2H), 7.20 (m, 2H), 4.81 (d, 1H), 4.28 (m, 1H), 3.66 (m, 2H)...